Dataset: the Open Reaction Database (ORD), a public repository of structured organic reaction records. Task: describe an organic reaction: reactants, conditions, products, and yield Starting materials: CC(C)(C)OC(=O)NC1=NC(C)(c2cc(Br)cc(NC(=O)c3ncc(Br)cn3)c2)COC1, Cl, C1COCCO1. The product is Cl, CC1(c2cc(Br)cc(NC(=O)c3ncc(Br)cn3)c2)COCC(N)=N1. RXN SMILES: [C:1]([O:2][C:3](=[O:4])[NH:7][C:8]1=[N:13][C:12]([CH3:14])([c:15]2[cH:16][c:17]([Br:31])[cH:18][c:19]([NH:21][C:22](=[O:23])[c:24]3[n:25][cH:26][c:27]([Br:30])[cH:28][n:29]3)[cH:20]2)[CH2:11][O:10][CH2:9]1)([CH3:5])([CH3:6])[CH3:32].[ClH:39].[O:33]1[CH2:34][CH2:35][O:36][CH2:37][CH2:38]1>>[ClH:39].[NH2:7][C:8]1=[N:13][C:12]([CH3:14])([c:15]2[cH:16][c:17]([Br:31])[cH:18][c:19]([NH:21][C:22](=[O:23])[c:24]3[n:25][cH:26][c:27]([Br:30])[cH:28][n:29]3)[cH:20]2)[CH2:11][O:10][CH2:9]1. Reaction conditions: temperature 120 celsius, time 5 hour. Reaction SMILES: Cl[C:2]1[CH:11]=[CH:10][C:5]([C:6]([O:8][CH3:9])=[O:7])=[C:4]([N+]([O-])=O)[CH:3]=1.[C:15]1([SH:21])[CH:20]=[CH:19][CH:18]=[CH:17][CH:16]=1.C(=O)([O-])[O-].[K+].[K+].O>CN(C)C=O>[C:15]1([S:21][C:4]2[CH:3]=[C:2]([S:21][C:15]3[CH:20]=[CH:19][CH:18]=[CH:17][CH:16]=3)[CH:11]=[CH:10][C:5]=2[C:6]([O:8][CH3:9])=[O:7])[CH:20]=[CH:19][CH:18]=[CH:17][CH:16]=1 |f:2.3.4|. The yield is 9.2%. Solvent: CN(C=O)C (N,N-dimethylformamide). Starting materials: O (Water), ClC1=CC(=C(C(=O)OC)C=C1)[N+](=O)[O-] (methyl 4-chloro-2-nitrobenzoate), C1(=CC=CC=C1)S (thiophenol), C([O-])([O-])=O.[K+].[K+] (potassium carbonate). Procedure details: A mixture of methyl 4-chloro-2-nitrobenzoate (25 g), thiophenol (20.4 g) and potassium carbonate (17.6 g) in N,N-dimethylformamide was stirred at 120° C. for five hours. Water was added and the mixture extracted with ethyl acetate. The organic phase was washed with water, dried over magnesium sulphate, filtered and evaporated. The product was recrystallised from cyclohexane to give 3.0 g of methyl 2,4-bis(phenylsulphenyl)benzoate as a beige solid, m.p. 123.9° C. Yields the product C1(=CC=CC=C1)SC1=C(C(=O)OC)C=CC(=C1)SC1=CC=CC=C1 (methyl 2,4-bis(phenylsulphenyl)benzoate). The reactants are FC1=C(N)C=CC(=C1)O (2-fluoro-4-hydroxyaniline), [OH-].[K+] (potassium hydroxide), ClC1=C(C=C(C=C1)C(F)(F)F)Cl (1,2-dichloro-4-(trifluoromethyl)benzene). Solvent: CS(=O)C (dimethylsulphoxide), CS(=O)C (dimethylsulphoxide), O (water), ClCCl (dichloromethane). Run at time 20 hour. The product is FC1=C(N)C=CC(=C1)OC1=C(C=C(C=C1)C(F)(F)F)Cl (2-fluoro-4-(2-chloro-4-[trifluoromethyl]phenoxy)aniline). Yield: 23.2%. As a reaction SMILES: [F:1][C:2]1[CH:8]=[C:7]([OH:9])[CH:6]=[CH:5][C:3]=1[NH2:4].[OH-].[K+].Cl[C:13]1[CH:18]=[CH:17][C:16]([C:19]([F:22])([F:21])[F:20])=[CH:15][C:14]=1[Cl:23]>CS(C)=O.O.ClCCl>[F:1][C:2]1[CH:8]=[C:7]([O:9][C:13]2[CH:18]=[CH:17][C:16]([C:19]([F:22])([F:21])[F:20])=[CH:15][C:14]=2[Cl:23])[CH:6]=[CH:5][C:3]=1[NH2:4] |f:1.2|. Reported procedure: A solution of 2-fluoro-4-hydroxyaniline (7.1 g) and potassium hydroxide (3.7 g, 85% pure) in dimethylsulphoxide (25 ml) was heated to 80° C. and treated with a solution of 1,2-dichloro-4-(trifluoromethyl)benzene (10.9 g) in dimethylsulphoxide (10 ml). The mixture was stirred at 90°-95° C. for 20 hours, after which time it was diluted with a mixture of water and dichloromethane. The organic phase was dried over sodium sulphate and evaporated down to give 3.6 g of the crude desired product as a br... Starting materials: CC#N, CC(C)N(C(C)C)P(Cl)N(C(C)C)C(C)C, ClP(Cl)Cl. The product is CC(C)N(C(C)C)P(Cl)Cl. Reaction SMILES: [CH3:21][C:22]#[N:23].[CH:1]([N:2]([CH:3]([CH3:4])[CH3:5])[P:8]([Cl:9])[N:10]([CH:11]([CH3:12])[CH3:13])[CH:14]([CH3:15])[CH3:16])([CH3:6])[CH3:7].[Cl:17][P:18]([Cl:19])[Cl:20]>>[P:8]([Cl:9])([N:10]([CH:11]([CH3:12])[CH3:13])[CH:14]([CH3:15])[CH3:16])[Cl:17]. Procedure: To the solution of 2-[4-methyl-2-(3,4,5-trimethoxyphenyl)-1,3-oxazol-5-yl]ethanol (2.93 g, 10 mmol) in 30 ml of pyridine 4-toluenesulfonyl chloride (1.9 g, 10 mmol) was added portionwise at room temperature. Subsequently, the reaction mixture was stirred for 5 h at room temperature, and then poured into 200 ml of water and extracted (3×) with 50 ml of dichloromethane. The combined extracts were washed with 1M HCl, an aqueous solution of sodium bicarbonate, and brine. The organic phase was dried ... RXN SMILES: [CH3:1][C:2]1[N:3]=[C:4]([C:10]2[CH:15]=[C:14]([O:16][CH3:17])[C:13]([O:18][CH3:19])=[C:12]([O:20][CH3:21])[CH:11]=2)[O:5][C:6]=1[CH2:7][CH2:8][OH:9].[C:22]1([CH3:32])[CH:27]=[CH:26][C:25]([S:28](Cl)(=[O:30])=[O:29])=[CH:24][CH:23]=1.N1C=CC=CC=1>O>[C:22]1([CH3:32])[CH:27]=[CH:26][C:25]([S:28]([O:9][CH2:8][CH2:7][C:6]2[O:5][C:4]([C:10]3[CH:15]=[C:14]([O:16][CH3:17])[C:13]([O:18][CH3:19])=[C:12]([O:20][CH3:21])[CH:11]=3)=[N:3][C:2]=2[CH3:1])(=[O:30])=[O:29])=[CH:24][CH:23]=1 |f:1.2|. Starting materials: CC=1N=C(OC1CCO)C1=CC(=C(C(=C1)OC)OC)OC (2-[4-methyl-2-(3,4,5-trimethoxyphenyl)-1,3-oxazol-5-yl]ethanol), C1(=CC=C(C=C1)S(=O)(=O)Cl)C.N1=CC=CC=C1 (pyridine 4-toluenesulfonyl chloride). Solvent: O (water). Reaction conditions: time 5 hour. Product: C1(=CC=C(C=C1)S(=O)(=O)OCCC1=C(N=C(O1)C1=CC(=C(C(=C1)OC)OC)OC)C)C (2-[4-methyl-2-(3,4,5-trimethoxyphenyl)-1,3-oxazol-5-yl]ethyl 4-toluenesulfonate). Run at time 5 minute. Reactants: ClC1=CC=C(C=C1)CC(=O)O (4-chlorophenylacetic acid), C[Si](C)(C)[N-][Si](C)(C)C.[Na+] (NaHMDS), FC1=C(C(=O)OC)C=C(C=C1)C(F)(F)F (methyl 2-fluoro-5-(trifluoromethyl)benzoate). The product is ClC1=CC=C(C=C1)CC(=O)C1=C(C=CC(=C1)C(F)(F)F)F (2-(4-Chlorophenyl)-1-[2-fluoro-5-(trifluoromethyl)phenyl]ethanone). Procedure: A solution of 4-chlorophenylacetic acid (2.074 g, 12.15 mmol) in THF (16 mL) was added drop wise over three minutes to NaHMDS (1.0 M in THF, 33 mL, 33 mmol) at −78° C., then the solution was stirred for five minutes. A solution of methyl 2-fluoro-5-(trifluoromethyl)benzoate (1.93 ml, 12.2 mmol) in THF (16 mL) was added in portions over five minutes, then the solution was stirred at −78° C. for five hours. The solution was diluted with 2 N HCl (aq, 300 mL) then extracted twice with EtOAc. The com... Solvent: C1CCOC1 (THF), C1CCOC1 (THF), Cl (HCl). RXN SMILES: [Cl:1][C:2]1[CH:7]=[CH:6][C:5]([CH2:8][C:9]([OH:11])=O)=[CH:4][CH:3]=1.C[Si]([N-][Si](C)(C)C)(C)C.[Na+].[F:22][C:23]1[CH:32]=[CH:31][C:30]([C:33]([F:36])([F:35])[F:34])=[CH:29][C:24]=1C(OC)=O>C1COCC1.Cl>[Cl:1][C:2]1[CH:3]=[CH:4][C:5]([CH2:8][C:9]([C:24]2[CH:29]=[C:30]([C:33]([F:35])([F:36])[F:34])[CH:31]=[CH:32][C:23]=2[F:22])=[O:11])=[CH:6][CH:7]=1 |f:1.2|. Starting materials: C1CCOC1, Cc1c(C)c2c(c(C)c1O)CC(O)C1(CCC1)O2, CI, [H-], [Na+]. The product is COC1Cc2c(C)c(O)c(C)c(C)c2OC12CCC2. RXN SMILES: [CH2:23]1[O:24][CH2:25][CH2:26][CH2:27]1.[CH3:1][c:2]1[c:3]2[c:8]([c:9]([CH3:14])[c:10]([CH3:13])[c:11]1[OH:12])[O:7][C:6]1([CH:5]([OH:18])[CH2:4]2)[CH2:15][CH2:16][CH2:17]1.[CH3:21][I:22].[H-:20].[Na+:19]>>[CH3:1][c:2]1[c:3]2[c:8]([c:9]([CH3:14])[c:10]([CH3:13])[c:11]1[OH:12])[O:7][C:6]1([CH:5]([O:18][CH3:21])[CH2:4]2)[CH2:15][CH2:16][CH2:17]1. The reactants are CN1CC(CC1)(NS(=O)(=O)C1=CC=C(C=C1)CCCCC)CC(=O)OCC (ethyl 2-(1-methyl-3-(4-pentylphenylsulfonamido)pyrrolidin-3-yl)acetate), CI (methyl iodide). Solvent: C(Cl)Cl (methylene chloride). Procedure details: To a solution of ethyl 2-(1-methyl-3-(4-pentylphenylsulfonamido)pyrrolidin-3-yl)acetate (25 mg, 0.063 mmol) in methylene chloride (1 mL) was added methyl iodide (100 μL). The solution was stirred overnight and concentrated to give the title compound as a white solid (33 mg, quantitative). ESI 411.3 [M]+, calcd for [C21H35N2O4S]+ 411.23. Reaction conditions: time 8 hour. Yields the product [I-].C(C)OC(CC1(C[N+](CC1)(C)C)NS(=O)(=O)C1=CC=C(C=C1)CCCCC)=O (3-(2-ethoxy-2-oxoethyl)-1,1-dimethyl-3-(4-pentylphenylsulfonamido)pyrrolidinium iodide). RXN SMILES: [CH3:1][N:2]1[CH2:6][CH2:5][C:4]([CH2:22][C:23]([O:25][CH2:26][CH3:27])=[O:24])([NH:7][S:8]([C:11]2[CH:16]=[CH:15][C:14]([CH2:17][CH2:18][CH2:19][CH2:20][CH3:21])=[CH:13][CH:12]=2)(=[O:10])=[O:9])[CH2:3]1.[CH3:28][I:29]>C(Cl)Cl>[I-:29].[CH2:26]([O:25][C:23](=[O:24])[CH2:22][C:4]1([NH:7][S:8]([C:11]2[CH:16]=[CH:15][C:14]([CH2:17][CH2:18][CH2:19][CH2:20][CH3:21])=[CH:13][CH:12]=2)(=[O:10])=[O:9])[CH2:5][CH2:6][N+:2]([CH3:28])([CH3:1])[CH2:3]1)[CH3:27] |f:3.4|.